The task is: describe an organic reaction: reactants, conditions, products, and yield. This data is from the Open Reaction Database (ORD), a public repository of structured organic reaction records. Starting materials: ClC=1N=CC2=C(N(CC(C(N2CCC)=O)(F)F)C2CCCC2)N1 (2-chloro-9-cyclopentyl-7,7-difluoro-5-propyl-5,7,8,9-tetrahydro-pyrimido[4,5-b][1,4]diazepin-6-one), NC1=C(C=C(C(=O)NC2CCN(CC2)C)C=C1)OC (4-amino-3-methoxy-N-(1-methyl-piperidin-4-yl)-benzamide), O.C1(=CC=C(C=C1)S(=O)(=O)O)C (p-toluenesulfonic acid monohydrate). Solvent: CC(C)O (2-propanol). Product: C1(CCCC1)N1C2=C(N(C(C(C1)(F)F)=O)CCC)C=NC(=N2)NC2=C(C=C(C(=O)NC1CCN(CC1)C)C=C2)OC (4-(9-cyclopentyl-7,7-difluoro-6-oxo-5-propyl-6,7,8,9-tetrahydro-5H-pyrimido[4,5-b][1,4]diazepin-2-ylamino)-3-methoxy-N-(1-methyl-piperidin-4-yl)-benzamide). The yield is 59.5%. Reaction SMILES: Cl[C:2]1[N:3]=[CH:4][C:5]2[N:11]([CH2:12][CH2:13][CH3:14])[C:10](=[O:15])[C:9]([F:17])([F:16])[CH2:8][N:7]([CH:18]3[CH2:22][CH2:21][CH2:20][CH2:19]3)[C:6]=2[N:23]=1.[NH2:24][C:25]1[CH:40]=[CH:39][C:28]([C:29]([NH:31][CH:32]2[CH2:37][CH2:36][N:35]([CH3:38])[CH2:34][CH2:33]2)=[O:30])=[CH:27][C:26]=1[O:41][CH3:42].O.C1(C)C=CC(S(O)(=O)=O)=CC=1>CC(O)C>[CH:18]1([N:7]2[CH2:8][C:9]([F:17])([F:16])[C:10](=[O:15])[N:11]([CH2:12][CH2:13][CH3:14])[C:5]3[CH:4]=[N:3][C:2]([NH:24][C:25]4[CH:40]=[CH:39][C:28]([C:29]([NH:31][CH:32]5[CH2:33][CH2:34][N:35]([CH3:38])[CH2:36][CH2:37]5)=[O:30])=[CH:27][C:26]=4[O:41][CH3:42])=[N:23][C:6]2=3)[CH2:22][CH2:21][CH2:20][CH2:19]1 |f:2.3|. Procedure: A mixture of 0.05 g (0.15 mmole) of 2-chloro-9-cyclopentyl-7,7-difluoro-5-propyl-5,7,8,9-tetrahydro-pyrimido[4,5-b][1,4]diazepin-6-one (VII-144), 0.05 g (0.17 mmole) of 4-amino-3-methoxy-N-(1-methyl-piperidin-4-yl)-benzamide, 0.04 g (0.22 mmole) of p-toluenesulfonic acid monohydrate and 4.0 mL of 2-propanol was heated at 160 degrees for 2 hours in a microwave reactor. The cooled reaction mixture was concentrated under reduced pressure. The residue was diluted with dichloromethane and washed twic...